This data is from the Open Reaction Database (ORD), a public repository of structured organic reaction records. The task is: describe an organic reaction: reactants, conditions, products, and yield Reactants: C1OC=2C=C(C=CC2O1)CCC(=O)OCC (ethyl 3-(3,4-methylenedioxyphenyl)-propionate), [H-].[Na+] (NaH), C(=O)OCC (ethyl formate), resultant suspension. Run in O1CCCC1 (THF), O1CCCC1 (tetrahydrofuran). Reaction conditions: time 15 minute. Product: C(=O)C(C(=O)OCC)CC1=CC2=C(C=C1)OCO2 (ethyl 2-formyl-3-(3,4-methylenedioxyphenyl)-propionate). RXN SMILES: [H-].[Na+].[CH2:3]1[O:11][C:10]2[CH:9]=[CH:8][C:7]([CH2:12][CH2:13][C:14]([O:16][CH2:17][CH3:18])=[O:15])=[CH:6][C:5]=2[O:4]1.[CH:19](OCC)=[O:20]>O1CCCC1>[CH:19]([CH:13]([CH2:12][C:7]1[CH:8]=[CH:9][C:10]2[O:11][CH2:3][O:4][C:5]=2[CH:6]=1)[C:14]([O:16][CH2:17][CH3:18])=[O:15])=[O:20] |f:0.1|. Procedure: First, 42.4 g of 60% NaH was suspended in 500 ml of tetrahydrofuran (THF). 84.5 g (purity: 93.7% by weight) of ethyl 3-(3,4-methylenedioxyphenyl)-propionate was dissolved in 100 ml of THF and added dropwise to the suspension solution prepared above at room temperature. After the resultant suspension solution was raised in temperature to 40° C. and stirred for 15 minutes, 131 g of ethyl formate was added dropwise for 2.5 hours to the suspension solution and stirred for a further 3 hours. Reactants: O=Cc1cccc(Br)c1, C=C(C)C, CC#N, CCOC(C)=O, O=S(=O)([O-])C(F)(F)F, O=S(=O)([O-])C(F)(F)F, O=S(=O)([O-])C(F)(F)F, N#Cc1ccc(N)c(Cl)c1, [Yb+3]. The product is CC1(C)CC(c2cccc(Br)c2)Nc2c(Cl)cc(C#N)cc21. RXN SMILES: [Br:11][c:12]1[cH:13][c:14]([CH:15]=[O:16])[cH:17][cH:18][cH:19]1.[CH2:20]=[C:21]([CH3:22])[CH3:23].[CH3:49][C:50]#[N:51].[CH3:52][CH2:53][O:54][C:55](=[O:56])[CH3:57].[F:24][C:25]([F:26])([F:27])[S:28]([O-:29])(=[O:30])=[O:31].[F:33][C:34]([F:35])([F:36])[S:37]([O-:38])(=[O:39])=[O:40].[F:41][C:42]([F:43])([F:44])[S:45]([O-:46])(=[O:47])=[O:48].[NH2:1][c:2]1[c:3]([Cl:10])[cH:4][c:5]([C:6]#[N:7])[cH:8][cH:9]1.[Yb+3:32]>>[NH:1]1[c:2]2[c:3]([Cl:10])[cH:4][c:5]([C:6]#[N:7])[cH:8][c:9]2[C:21]([CH3:22])([CH3:23])[CH2:20][CH:15]1[c:14]1[cH:13][c:12]([Br:11])[cH:19][cH:18][cH:17]1. The reactants are CN(C)CC1=CC=C(O1)CSCCN (2-[(5-dimethylaminomethyl-2-furyl)methylthio]ethylamine), C(#N)C=C(NC#CC)OCC (1-cyano-2-ethoxy-2-propynylaminoethylene), C(C#C)N (propargylamine), C(#N)C=C(OCC)OCC (1-cyano-2,2-bis(ethoxy)ethylene). Yields the product C(#N)C=C(NCCSCC=1OC(=CC1)CN(C)C)NCC#C (1-Cyano-2-(2-propynylamino)-2-{2-[(5-dimethylaminomethyl-2-furyl)methylthio]ethylamino}ethylene). RXN SMILES: [CH3:1][N:2]([CH2:4][C:5]1[O:9][C:8]([CH2:10][S:11][CH2:12][CH2:13][NH2:14])=[CH:7][CH:6]=1)[CH3:3].[C:15]([CH:17]=[C:18](OCC)[NH:19][C:20]#[C:21][CH3:22])#[N:16].C(N)C#C.C(C=C(OCC)OCC)#N>>[C:15]([CH:17]=[C:18]([NH:19][CH2:20][C:21]#[CH:22])[NH:14][CH2:13][CH2:12][S:11][CH2:10][C:8]1[O:9][C:5]([CH2:4][N:2]([CH3:1])[CH3:3])=[CH:6][CH:7]=1)#[N:16]. Procedure details: When 2-[(5-dimethylaminomethyl-2-furyl)methylthio]ethylamine is reacted with 1-cyano-2-ethoxy-2-propynylaminoethylene [prepared from propargylamine and 1-cyano-2,2-bis(ethoxy)ethylene, which itself is prepared by the procedure described in J. Am. Chem. Soc., 71, 47 (1949)], the title product is produced. The reactants are CCOC(=O)C1C(=O)CCN(N2CCCCC2)C1=O, CC(=O)O. Product: O=C1CCN(N2CCCCC2)C(=O)C1. As a reaction SMILES: [CH2:1]([O:2][C:3](=[O:4])[CH:6]1[C:7](=[O:19])[N:8]([N:13]2[CH2:14][CH2:15][CH2:16][CH2:17][CH2:18]2)[CH2:9][CH2:10][C:11]1=[O:12])[CH3:5].[CH3:20][C:21](=[O:22])[OH:23]>>[CH2:6]1[C:7](=[O:19])[N:8]([N:13]2[CH2:14][CH2:15][CH2:16][CH2:17][CH2:18]2)[CH2:9][CH2:10][C:11]1=[O:12]. Starting materials: FC1=C(C=CC(=C1)B1OC(C(O1)(C)C)(C)C)C=1N=C2C(=NC1)NC=C2 (2-(2-fluoro-4-(4,4,5,5-tetramethyl-1,3,2-dioxaborolan-2-yl)phenyl)-5H-pyrrolo[2,3-b]pyrazine), BrC1=C(C=CC=C1)S(=O)(=O)NC(C(F)(F)F)C (racemic 2-bromo-N-(1,1,1-trifluoropropan-2-yl)benzenesulfonamide), C(Cl)Cl (CH2Cl2), C(=O)(O)[O-].[Na+] (NaHCO3). Reagents/catalysts: C1=CC=C(C=C1)P([C-]2C=CC=C2)C3=CC=CC=C3.C1=CC=C(C=C1)P([C-]2C=CC=C2)C3=CC=CC=C3.Cl[Pd]Cl.[Fe+2] (Pd(dppf)Cl2). Run in C(C)#N (acetonitrile). Conditions: temperature 110 celsius. Yields the product FC=1C=C(C=CC1C=1N=C2C(=NC1)NC=C2)C=2C(=CC=CC2)S(=O)(=O)NC(C(F)(F)F)C (racemic 3′-Fluoro-4′-(5H-pyrrolo[2,3-b]pyrazin-2-yl)-N-(2,2,2-trifluoro-1-methylethyl)biphenyl-2-sulfonamide). Isolated yield 67.0%. As a reaction SMILES: [F:1][C:2]1[CH:7]=[C:6](B2OC(C)(C)C(C)(C)O2)[CH:5]=[CH:4][C:3]=1[C:17]1[N:18]=[C:19]2[CH:25]=[CH:24][NH:23][C:20]2=[N:21][CH:22]=1.Br[C:27]1[CH:32]=[CH:31][CH:30]=[CH:29][C:28]=1[S:33]([NH:36][CH:37]([CH3:42])[C:38]([F:41])([F:40])[F:39])(=[O:35])=[O:34].C(Cl)Cl.C([O-])(O)=O.[Na+]>C1C=CC(P(C2C=CC=CC=2)[C-]2C=CC=C2)=CC=1.C1C=CC(P(C2C=CC=CC=2)[C-]2C=CC=C2)=CC=1.Cl[Pd]Cl.[Fe+2].C(#N)C>[F:1][C:2]1[CH:7]=[C:6]([C:27]2[C:28]([S:33]([NH:36][CH:37]([CH3:42])[C:38]([F:39])([F:40])[F:41])(=[O:34])=[O:35])=[CH:29][CH:30]=[CH:31][CH:32]=2)[CH:5]=[CH:4][C:3]=1[C:17]1[N:18]=[C:19]2[CH:25]=[CH:24][NH:23][C:20]2=[N:21][CH:22]=1 |f:3.4,5.6.7.8|. Procedure details: To a mixture of 2-(2-fluoro-4-(4,4,5,5-tetramethyl-1,3,2-dioxaborolan-2-yl)phenyl)-5H-pyrrolo[2,3-b]pyrazine (32 mg, 0.09 mmol), racemic 2-bromo-N-(1,1,1-trifluoropropan-2-yl)benzenesulfonamide (38 mg, 0.11 mmol) and Pd(dppf)Cl2.CH2Cl2 (6 mg, 0.007 mmol) in a microwave vial were added acetonitrile (2.0 mL) and sat. NaHCO3 (2.0 mL). The mixture was sparged with nitrogen for 5 min and then the vial capped and heated at 110° Celsius for 90 min. After cooling, the reaction mixture was diluted with e...